Dataset: the Open Reaction Database (ORD), a public repository of structured organic reaction records. Task: describe an organic reaction: reactants, conditions, products, and yield Starting materials: ClC(C(=O)OC)C (methyl 2-chloropropionate), COC(C(C)C1=CC2=CC=C(C=C2C=C1)OCC(=O)OC)=O (2-(6-Methoxycarbonylmethoxy-naphthalen-2-yl)-propionic acid methyl ester), C(=O)([O-])[O-].[K+].[K+] (K2CO3), [I-].[Na+] (sodium iodide). Run in CC(=O)C (acetone). The product is COC(C(C)C1=CC2=CC=C(C=C2C=C1)OC(C)C(=O)OC)=O (2-[6-(1-Methoxycarbonyl-ethoxy)-naphthalen-2-yl]-propionic acid methyl ester). The yield is 84.8%. As a reaction SMILES: [CH3:1][O:2][C:3](=[O:22])[CH:4]([C:6]1[CH:15]=[CH:14][C:13]2[C:8](=[CH:9][CH:10]=[C:11]([O:16][CH2:17][C:18]([O:20][CH3:21])=[O:19])[CH:12]=2)[CH:7]=1)[CH3:5].[C:23]([O-])([O-])=O.[K+].[K+].[I-].[Na+].ClC(C)C(OC)=O>CC(C)=O>[CH3:1][O:2][C:3](=[O:22])[CH:4]([C:6]1[CH:15]=[CH:14][C:13]2[C:8](=[CH:9][CH:10]=[C:11]([O:16][CH:17]([C:18]([O:20][CH3:21])=[O:19])[CH3:23])[CH:12]=2)[CH:7]=1)[CH3:5] |f:1.2.3,4.5|. Procedure: To a mixture of 2-(6-Hydroxy-naphthalen-2-yl)-propionic acid methyl ester 7 (150 g, 652 mmol), anhydrous K2CO3 (455 gr, 3.292 mol) and sodium iodide (22.5 grams, 150 mmol) in anhydrous acetone (2000 ml) was added methyl 2-chloropropionate (107.5 g, 877 mmol) and refluxed for 50 hours. Acetone was distilled off and water (1500 ml) was added. Crude 8 was extracted into ethyl acetate, dried over Na2SO4, distilled and purified by column chromatography on silica gel using hexane as eluant to give pur... The reactants are C(#N)C(CCC(=O)OCC)(CCO[Si](C)(C)C(C)(C)C)C1=CC(=C(C=C1)Cl)Cl (ethyl 4-cyano-4-(3,4-dichlorophenyl)-6-(t-butyldimethylsilyloxy)hexanoate), C(C)(=O)OCC.CCCCCC (ethyl acetate hexane), [BH4-].[Na+] (sodium borohydride). As a reaction SMILES: [C:1]([C:3]([C:21]1[CH:26]=[CH:25][C:24]([Cl:27])=[C:23]([Cl:28])[CH:22]=1)([CH2:11][CH2:12][O:13][Si:14]([C:17]([CH3:20])([CH3:19])[CH3:18])([CH3:16])[CH3:15])[CH2:4][CH2:5][C:6]([O:8]CC)=O)#[N:2].[BH4-].[Na+].C(OCC)(=O)C.CCCCCC>CO.ClCCl.O.O.O.O.O.O.[Co](Cl)Cl>[Cl:28][C:23]1[CH:22]=[C:21]([C:3]2([CH2:11][CH2:12][O:13][Si:14]([C:17]([CH3:18])([CH3:20])[CH3:19])([CH3:16])[CH3:15])[CH2:4][CH2:5][C:6](=[O:8])[NH:2][CH2:1]2)[CH:26]=[CH:25][C:24]=1[Cl:27] |f:1.2,3.4,7.8.9.10.11.12.13|. Run at time 18 hour. The solvent is CO (methanol), ClCCl (dichloromethane). Yields the product ClC=1C=C(C=CC1Cl)C1(CNC(CC1)=O)CCO[Si](C)(C)C(C)(C)C (3-(3,4-dichlorophenyl)-3-(2-(t-butyldimethylsilyloxy)ethyl)-6-oxopiperidine). Reagents/catalysts: O.O.O.O.O.O.[Co](Cl)Cl (cobalt(II)chloride hexahydrate). Reported procedure: Combine ethyl 4-cyano-4-(3,4-dichlorophenyl)-6-(t-butyldimethylsilyloxy)hexanoate (9.58 g, 21.55 mmol) and cobalt(II)chloride hexahydrate (10.25 g, 43.1 mmol) in methanol (200 mL). Cool in an ice-bath, add portionwise sodium borohydride (8.15 g, 215.5 mmol). After 18 hours, concentrate the reaction mixture in vacuo to obtain a residue. Dissolve the residue in dichloromethane and extract with 1M hydrochloric acid solution. Dry the organic layer over Na2SO4, filter, and concentrate in vacuo to obt... Starting materials: C[N+](C)(C)Cc1ccccc1, CO, [Ca+2], ClCCl, Nc1c(F)ccc2c1OCO2, O=I(=O)Cl, O=I(=O)Cl, O=C([O-])[O-]. Yields the product Nc1c(F)cc(I)c2c1OCO2. Reaction SMILES: [CH2:20]([N+:21]([CH3:22])([CH3:23])[CH3:24])[c:25]1[cH:26][cH:27][cH:28][cH:29][cH:30]1.[CH3:39][OH:40].[Ca+2:31].[Cl:36][CH2:37][Cl:38].[F:1][c:2]1[c:3]([NH2:11])[c:4]2[c:5]([cH:9][cH:10]1)[O:6][CH2:7][O:8]2.[I:12]([Cl:13])(=[O:14])=[O:15].[I:16]([Cl:17])(=[O:18])=[O:19].[O-:32][C:33](=[O:34])[O-:35]>>[F:1][c:2]1[c:3]([NH2:11])[c:4]2[c:5]([c:9]([I:12])[cH:10]1)[O:6][CH2:7][O:8]2. Reactants: C(C1=CC=CC=C1)O[C@H]1[C@@H](O[C@@H]([C@H]([C@@H]1OCC1=CC=CC=C1)OCC1=CC=CC=C1)COCC1=CC=CC=C1)C1=CN(C2=CC=CC=C12)S(=O)(=O)C1=CC=C(C=C1)C (3-(2,3,4,6-tetra-O-benzyl-β-D-glucopyranosyl)-1-(toluene-4-sulfonyl)-1H-indole), C1=CC=C(C=C1)S(=O)(=O)N(F)S(=O)(=O)C2=CC=CC=C2 (N-fluorobenzenesulfonimide), [Cl-].[NH4+] (ammonium chloride), C(C)(C)NC(C)C (diisopropylamine), C(CCC)[Li] (n-butyl lithium). The solvent is O1CCCC1 (tetra hydrofuran), O1CCCC1 (tetra hydrofuran). Run at time 15 minute. The product is C(C1=CC=CC=C1)O[C@H]1[C@@H](O[C@@H]([C@H]([C@@H]1OCC1=CC=CC=C1)OCC1=CC=CC=C1)COCC1=CC=CC=C1)C1=C(N(C2=CC=CC=C12)S(=O)(=O)C1=CC=C(C=C1)C)F (3-(2,3,4,6-tetra-O-benzyl-β-D-glucopyranosyl)-2-fluoro-1-(toluene-4-sulfonyl)-1H-indole). The yield is 50.7%. As a reaction SMILES: C(NC(C)C)(C)C.C([Li])CCC.[CH2:13]([O:20][C@@H:21]1[C@@H:26]([O:27][CH2:28][C:29]2[CH:34]=[CH:33][CH:32]=[CH:31][CH:30]=2)[C@H:25]([O:35][CH2:36][C:37]2[CH:42]=[CH:41][CH:40]=[CH:39][CH:38]=2)[C@@H:24]([CH2:43][O:44][CH2:45][C:46]2[CH:51]=[CH:50][CH:49]=[CH:48][CH:47]=2)[O:23][C@H:22]1[C:52]1[C:60]2[C:55](=[CH:56][CH:57]=[CH:58][CH:59]=2)[N:54]([S:61]([C:64]2[CH:69]=[CH:68][C:67]([CH3:70])=[CH:66][CH:65]=2)(=[O:63])=[O:62])[CH:53]=1)[C:14]1[CH:19]=[CH:18][CH:17]=[CH:16][CH:15]=1.C1C=CC(S(N(S(C2C=CC=CC=2)(=O)=O)[F:81])(=O)=O)=CC=1.[Cl-].[NH4+]>O1CCCC1>[CH2:13]([O:20][C@@H:21]1[C@@H:26]([O:27][CH2:28][C:29]2[CH:30]=[CH:31][CH:32]=[CH:33][CH:34]=2)[C@H:25]([O:35][CH2:36][C:37]2[CH:38]=[CH:39][CH:40]=[CH:41][CH:42]=2)[C@@H:24]([CH2:43][O:44][CH2:45][C:46]2[CH:51]=[CH:50][CH:49]=[CH:48][CH:47]=2)[O:23][C@H:22]1[C:52]1[C:60]2[C:55](=[CH:56][CH:57]=[CH:58][CH:59]=2)[N:54]([S:61]([C:64]2[CH:65]=[CH:66][C:67]([CH3:70])=[CH:68][CH:69]=2)(=[O:63])=[O:62])[C:53]=1[F:81])[C:14]1[CH:19]=[CH:18][CH:17]=[CH:16][CH:15]=1 |f:4.5|. Reported procedure: To a solution of 3-bromo-1-(toluene-4-sulfonyl)-1H-indole (1.22 g) in tetra hydrofuran (25 mL) was added n-butyl lithium (2.59 mol/L n-hexane solution, 1.24 mL) at −78° C., and the mixture was stirred at the same temperature for 30 minutes. To this mixture was added a solution of 2,3,4,6-tetra-O-benzyl-D-glucono-1,5-lactone (1.5 g) in tetra hydrofuran (7 mL) at the same temperature, and the mixture was stirred at the same temperature for 10 minutes, and stirred under ice-cooling for 1 hour. To t... As a reaction SMILES: [F:1][C:2]1[CH:10]=[CH:9][C:5]([CH2:6][C:7]#[N:8])=[CH:4][CH:3]=1.Br[C:12]1[CH:13]=[N:14][CH:15]=[CH:16][CH:17]=1.[OH-].[K+]>CS(C)=O>[F:1][C:2]1[CH:10]=[CH:9][C:5]([CH:6]([C:12]2[CH:13]=[N:14][CH:15]=[CH:16][CH:17]=2)[C:7]#[N:8])=[CH:4][CH:3]=1 |f:2.3|. Conditions: time 30 minute. The yield is 49.4%. The product is FC1=CC=C(C=C1)C(C#N)C=1C=NC=CC1 (alpha-4-fluorophenyl-3-pyridylacetonitrile). Reported procedure: In a 1 liter 3 neck round bottomed flask was charged 20.0 g. of 4-fluorobenzyl cyanide (1.0 eq., 0.15 moles), in 300 ml. dimethylsulfoxide (DMSO) (dried over molecular sieves), and 46.8 g. of 3-bromopyridine (2.0 eq., 0.30 moles) while stirring under N2. The reaction mixture was heated to 60° C. at which time 12.4 g of KOH (1.5 eq., 0.22 moles) as powdered pellets was added neat. The reaction exotherms to 80° C. and was monitored by GLC. After 30 min., an additional 2.4 g. of potassium hydroxide... The reactants are [OH-].[K+] (potassium hydroxide), 3, [OH-].[K+] (KOH), FC1=CC=C(CC#N)C=C1 (4-fluorobenzyl cyanide), BrC=1C=NC=CC1 (3-bromopyridine), nitrile. Solvent: CS(=O)C (dimethylsulfoxide). The reactants are methanolic solution, C[O-].[Na+] (sodium methoxide), ClCCNC(=O)N[C@H]1[C@H](OC(C2=CC=CC=C2)=O)[C@H](OC(C2=CC=CC=C2)=O)[C@H](O1)COC(C1=CC=CC=C1)=O (1-(2-chloroethyl)-3-(2,3,5-tri-O-benzoyl-β-D-ribofuranosyl) urea). Run in CO (methanol), CO (methanol). Conditions: time 10 minute. Yields the product ClCCNC(=O)N[C@H]1[C@H](O)[C@H](O)[C@H](O1)CO (1-(2-chloroethyl)-3-(β-D-ribofuranosyl) urea). Yield: 78.7%. Reaction SMILES: [Cl:1][CH2:2][CH2:3][NH:4][C:5]([NH:7][C@@H:8]1[O:30][C@H:29]([CH2:31][O:32]C(=O)C2C=CC=CC=2)[C@@H:19]([O:20]C(=O)C2C=CC=CC=2)[C@H:9]1[O:10]C(=O)C1C=CC=CC=1)=[O:6].C[O-].[Na+]>CO>[Cl:1][CH2:2][CH2:3][NH:4][C:5]([NH:7][C@@H:8]1[O:30][C@H:29]([CH2:31][OH:32])[C@@H:19]([OH:20])[C@H:9]1[OH:10])=[O:6] |f:1.2|. Procedure details: The crystals of 1-(2-chloroethyl)-3-(2,3,5-tri-O-benzoyl-β-D-ribofuranosyl) urea (3.0 g) obtained in step (1) above were partially dissolved in methanol (100 ml) and to the resulting suspension was added an 0.2 N methanolic solution of sodium methoxide (8 ml). Dissolution of the crystals in the methanol was completed by stirring the mixture at room temperature for 10 minutes. The resulting solution was stored in the cold for 7 days and then treated with 2 ml of a cation exchange resin "Amberlite...